This data is from the Open Reaction Database (ORD), a public repository of structured organic reaction records. The task is: describe an organic reaction: reactants, conditions, products, and yield Starting materials: [H-].[Na+] (sodium hydride), [Br-].C(=O)(OCC)C[S+](C)C (carbethoxymethyl dimethylsulfonium bromide), [I-].C[S+](=O)(C)C (Trimethylsulfoxonium iodide), Cl (HCl), COC=1C=C(C=C(C1OC)OC)C=CC(=O)C1=CC2=C(C=C1)OCO2 (3,4,5-trimethoxy-3',4'-methylenedioxy chalcone). Run in CS(=O)C (dimethylsulfoxide), CS(=O)C (dimethylsulfoxide), CS(=O)C (dimethylsulfoxide). Run at time 1.5 hour. The product is C(C)OC(=O)C1C(C1C1=CC(=C(C(=C1)OC)OC)OC)C(C1=CC2=C(C=C1)OCO2)=O (Ethyl-2-(3,4-methylenedioxybenzoyl)-3-(3,4,5-trimethoxyphenyl)cyclopropane carboxylate). Reaction SMILES: [H-].[Na+].[I-].C[S+](C)(C)=O.[Br-].[C:10]([CH2:15][S+](C)C)([O:12][CH2:13][CH3:14])=[O:11].[CH3:19][O:20][C:21]1[CH:22]=[C:23]([CH:31]=[CH:32][C:33]([C:35]2[CH:40]=[CH:39][C:38]3[O:41][CH2:42][O:43][C:37]=3[CH:36]=2)=[O:34])[CH:24]=[C:25]([O:29][CH3:30])[C:26]=1[O:27][CH3:28].Cl>CS(C)=O>[CH2:13]([O:12][C:10]([CH:15]1[CH:31]([C:23]2[CH:22]=[C:21]([O:20][CH3:19])[C:26]([O:27][CH3:28])=[C:25]([O:29][CH3:30])[CH:24]=2)[CH:32]1[C:33](=[O:34])[C:35]1[CH:40]=[CH:39][C:38]2[O:41][CH2:42][O:43][C:37]=2[CH:36]=1)=[O:11])[CH3:14] |f:0.1,2.3,4.5|. Procedure details: In a three-neck one-liter round-bottom flask, equipped with a magnetic stirrer, dropping funnel, nitrogen inlet and a septum was placed sodium hydride (8.2 g, 0.17 moles, 50% dispersion). The dispersion was washed with petroleum either (2×100 ml) and dried under nitrogen. Trimethylsulfoxonium iodide (37.7 g, 0.17 moles) was added, followed by a dropwise addition of dry dimethylsulfoxide (45 ml) via a syringe over a 30-minute period. The suspension was stirred at room temperature for 1.5 hours, a... Starting materials: [OH-].[K+] (potassium hydroxide), C(CC)S (n-propylmercaptan), ClC1=C(C=CC=C1)S(=O)(=O)N (2-chlorobenzenesulfonamide). Run in CN(C=O)C (dimethylformamide), CN(C=O)C (dimethylformamide). Product: C(CC)SC1=C(C=CC=C1)S(=O)(=O)N (2-(1-Propylthio)benzenesulfonamide). The yield is 82.1%. Reaction SMILES: [OH-].[K+].[CH2:3]([SH:6])[CH2:4][CH3:5].Cl[C:8]1[CH:13]=[CH:12][CH:11]=[CH:10][C:9]=1[S:14]([NH2:17])(=[O:16])=[O:15]>CN(C)C=O>[CH2:3]([S:6][C:8]1[CH:13]=[CH:12][CH:11]=[CH:10][C:9]=1[S:14]([NH2:17])(=[O:16])=[O:15])[CH2:4][CH3:5] |f:0.1|. Reported procedure: To a solution of potassium hydroxide (85%, 12 gm, 0.2 mole) and n-propylmercaptan (18.1 ml, 0.2 mole) in 100 ml dimethylformamide at 90° C. was added a solution of 2-chlorobenzenesulfonamide (19.1 gm, 0.1 mole) in 100 ml dimethylformamide. The reaction mixture was heated to reflux for five hours, cooled, and the solvent was removed in vacuo. The residue was diluted with water, made acidic with concentrated hydrochloric acid and extracted with ether. The ether extracts were washed with water and ... The product is 52.5, O1C(=CC=C1)CN1C(=NC=2C1=NC=CC2)NC2CCN(CC2)C(=O)OCC (ethyl 4-[[3-(2-furanylmethyl)-3H-imidazo[4,5-b]pyridin-2-yl]amino]-1-piperidinecarboxylate). RXN SMILES: [O:1]1[CH:5]=[CH:4][CH:3]=[C:2]1[CH2:6][NH:7][C:8]1[C:13]([NH:14][C:15]([NH:17][CH:18]2[CH2:23][CH2:22][N:21]([C:24]([O:26][CH2:27][CH3:28])=[O:25])[CH2:20][CH2:19]2)=S)=[CH:12][CH:11]=[CH:10][N:9]=1.[S]>[Hg]=O.C(O)C>[O:1]1[CH:5]=[CH:4][CH:3]=[C:2]1[CH2:6][N:7]1[C:8]2=[N:9][CH:10]=[CH:11][CH:12]=[C:13]2[N:14]=[C:15]1[NH:17][CH:18]1[CH2:23][CH2:22][N:21]([C:24]([O:26][CH2:27][CH3:28])=[O:25])[CH2:20][CH2:19]1 |^3:28|. Starting materials: 74, O1C(=CC=C1)CNC1=NC=CC=C1NC(=S)NC1CCN(CC1)C(=O)OCC (ethyl 4-[[[2-[(2-furanylmethyl)amino]-3-pyridinyl]aminothioxomethyl]amino]-1-piperidinecarboxylate), [S] (sulfur). Procedure details: A mixture of 74 parts of ethyl 4-[[[2-[(2-furanylmethyl)amino]-3-pyridinyl]aminothioxomethyl]amino]-1-piperidinecarboxylate, 96 parts of mercury(II)oxide, 0.1 parts of sulfur and 800 parts of ethanol was stirred and refluxed for 3 hours. The reaction mixture was filtered over Hyflo and the filtrate was evaporated. The residue was crystallized from acetonitrile, yielding 52.5 parts (79%) of ethyl 4-[[3-(2-furanylmethyl)-3H-imidazo[4,5-b]pyridin-2-yl]amino]-1-piperidinecarboxylate; mp. 149.2° C. (... Solvent: C(C)O (ethanol). The reagents and catalysts are [Hg]=O (mercury(II)oxide). Yield: 79.0%. Reactants: [NH2-].[Na+] (sodium amide), Cl.FC1=CC=C(C=C1)NN ((4-Fluorophenyl)hydrazine hydrochloride), BrCC1=CC=C(C=C1)F (1-(bromomethyl)-4-fluorobenzene). Run in O1CCCC1 (tetrahydrofuran). Run at temperature 50 celsius, time 1 hour. Product: FC1=CC=C(CN(N)C2=CC=C(C=C2)F)C=C1 (1-(4-fluorobenzyl)-1-(4-fluorophenyl)hydrazine). As a reaction SMILES: [NH2-].[Na+].Cl.[F:4][C:5]1[CH:10]=[CH:9][C:8]([NH:11][NH2:12])=[CH:7][CH:6]=1.Br[CH2:14][C:15]1[CH:20]=[CH:19][C:18]([F:21])=[CH:17][CH:16]=1>O1CCCC1>[F:21][C:18]1[CH:19]=[CH:20][C:15]([CH2:14][N:11]([C:8]2[CH:9]=[CH:10][C:5]([F:4])=[CH:6][CH:7]=2)[NH2:12])=[CH:16][CH:17]=1 |f:0.1,2.3|. Procedure details: A flask containing tetrahydrofuran (2.0 mL) was charged with sodium amide (89 mg, 4.61 mmol; Aldrich) and chilled to 0° C. (4-Fluorophenyl)hydrazine hydrochloride (500 mg, 3.08 mmol; Aldrich) was added in portions. After 5 minutes the solid had completely dissolved and the ice bath was removed. Stirring was continued for 1 hour, then the solution was chilled again in an ice bath and 1-(bromomethyl)-4-fluorobenzene (0.416 mL, 3.38 mmol; Aldrich) was added dropwise. After 30 minutes the ice bath w... Starting materials: CS(=O)(=O)Cl, Nc1cc2c(cc1Oc1ccccc1)C(=O)CCO2, c1ccncc1. Yields the product CS(=O)(=O)Nc1cc2c(cc1Oc1ccccc1)C(=O)CCO2. RXN SMILES: [CH3:20][S:21]([Cl:22])(=[O:23])=[O:24].[NH2:1][c:2]1[cH:3][c:4]2[c:5]([cH:11][c:12]1[O:13][c:14]1[cH:15][cH:16][cH:17][cH:18][cH:19]1)[C:6](=[O:10])[CH2:7][CH2:8][O:9]2.[cH:25]1[cH:26][cH:27][n:28][cH:29][cH:30]1>>[NH:1]([c:2]1[cH:3][c:4]2[c:5]([cH:11][c:12]1[O:13][c:14]1[cH:15][cH:16][cH:17][cH:18][cH:19]1)[C:6](=[O:10])[CH2:7][CH2:8][O:9]2)[S:21]([CH3:20])(=[O:23])=[O:24]. Starting materials: CC(=O)OC(C)=O, Cc1nc(N)[nH]c(=O)c1O, c1ccncc1. Yields the product CC(=O)Oc1c(C)nc(N)[nH]c1=O. As a reaction SMILES: [CH3:11][C:12](=[O:13])[O:14][C:15](=[O:16])[CH3:17].[NH2:1][c:2]1[n:3][c:4]([CH3:10])[c:5]([OH:9])[c:6](=[O:8])[nH:7]1.[cH:18]1[cH:19][cH:20][n:21][cH:22][cH:23]1>>[NH2:1][c:2]1[n:3][c:4]([CH3:10])[c:5]([O:9][C:12]([CH3:11])=[O:13])[c:6](=[O:8])[nH:7]1. Starting materials: [H-].[Na+] (sodium hydride), C1CCC2(CC1)C(=O)NC(=O)N2 (5,5-Pentamethylenehydantoin), C1(=CC=CC2=CC=CC=C12)C(=O)Cl (1-naphthoyl chloride). The solvent is O1CCCC1 (tetrahydrofuran). Run at time 30 minute. The product is C1(=CC=CC2=CC=CC=C12)C(=O)N1C(NC2(C1=O)CCCCC2)=O (3-Naphthylcarbonyl-1,3-diazaspiro[4.5]decane-2,4-dione). The yield is 48.8%. RXN SMILES: [CH2:1]1[CH2:6][CH2:5][C:4]2([NH:12][C:10](=[O:11])[NH:9][C:7]2=[O:8])[CH2:3][CH2:2]1.[H-].[Na+].[C:15]1([C:25](Cl)=[O:26])[C:24]2[C:19](=[CH:20][CH:21]=[CH:22][CH:23]=2)[CH:18]=[CH:17][CH:16]=1>O1CCCC1>[C:15]1([C:25]([N:9]2[C:7](=[O:8])[C:4]3([CH2:3][CH2:2][CH2:1][CH2:6][CH2:5]3)[NH:12][C:10]2=[O:11])=[O:26])[C:24]2[C:19](=[CH:20][CH:21]=[CH:22][CH:23]=2)[CH:18]=[CH:17][CH:16]=1 |f:1.2|. Reported procedure: 5,5-Pentamethylenehydantoin (2.00 g) was dissolved in tetrahydrofuran (10 mL), and sodium hydride (60%, in oil) (0.49 g) was added at 0° C. under ice-cooling. After stirred for 30 minutes, 1-naphthoyl chloride (2.33 g) was added at 0° C., and the mixture was stirred at room temperature overnight. After the solvent was distilled off, ethyl acetate (100 mL) was added to the reaction solution, and the solution was washed with 1N hydrochloric acid, an aqueous saturated sodium bicarbonate solution an...